From a dataset of the Open Reaction Database (ORD), a public repository of structured organic reaction records. describe an organic reaction: reactants, conditions, products, and yield Reactants: COC(=O)C=1C=2C=CN(C2C=CC1)CCOC1=CC=CC=C1 (1-(2-Phenoxy-ethyl)-1H-indole-4-carboxylic acid methyl ester), C1CCOC1 (THF). The solvent is [NH4+].[Cl-] (NH4Cl), CO (MeOH), [OH-].[Na+] (NaOH). Reaction conditions: time 2 hour. The product is O(C1=CC=CC=C1)CCN1C=CC=2C(=CC=CC12)C(=O)O (1-(2-Phenoxy-ethyl)-1H-indole-4-carboxylic acid). Reaction SMILES: C[O:2][C:3]([C:5]1[C:6]2[CH:7]=[CH:8][N:9]([CH2:14][CH2:15][O:16][C:17]3[CH:22]=[CH:21][CH:20]=[CH:19][CH:18]=3)[C:10]=2[CH:11]=[CH:12][CH:13]=1)=[O:4].C1COCC1>CO.[OH-].[Na+].[NH4+].[Cl-]>[O:16]([CH2:15][CH2:14][N:9]1[C:10]2[CH:11]=[CH:12][CH:13]=[C:5]([C:3]([OH:4])=[O:2])[C:6]=2[CH:7]=[CH:8]1)[C:17]1[CH:18]=[CH:19][CH:20]=[CH:21][CH:22]=1 |f:3.4,5.6|. Reported procedure: 1-(2-Phenoxy-ethyl)-1H-indole-4-carboxylic acid methyl ester (185 mg, 0.626 mmol) is suspended in a mixture of MeOH (3 ml) and 2 M NaOH (2 ml). The suspension is stirred at room temperature for 2 hours, THF (1 ml) is added and the reaction is heated at 60° C. for 1 hour. The reaction is allowed to cool to room temperature and diluted with sat. NH4Cl solution (10 ml), extracted with EtOAc (10 ml×3), dried over MgSO4, and concentrated in vacuo to give the title compound; [M+H]+ 282 Reactants: CCCCCC, CNO, CCOC(C)=O, Cl, C1CCOC1, CC(C(=O)Cl)c1ccc2c(c1)C(=O)c1ccccc1CO2, c1ccncc1. The product is CC(C(=O)N(C)O)c1ccc2c(c1)C(=O)c1ccccc1CO2. RXN SMILES: [CH3:26][CH2:27][CH2:28][CH2:29][CH2:30][CH3:31].[CH3:2][NH:3][OH:4].[CH3:43][CH2:44][O:45][C:46](=[O:47])[CH3:48].[ClH:1].[O:38]1[CH2:39][CH2:40][CH2:41][CH2:42]1.[O:5]=[C:6]1[c:7]2[c:8]([cH:17][cH:18][c:19]([CH:21]([C:22](=[O:23])[Cl:24])[CH3:25])[cH:20]2)[O:9][CH2:10][c:11]2[c:12]1[cH:13][cH:14][cH:15][cH:16]2.[cH:32]1[cH:33][cH:34][n:35][cH:36][cH:37]1>>[CH3:2][N:3]([OH:4])[C:22]([CH:21]([c:19]1[cH:18][cH:17][c:8]2[c:7]([cH:20]1)[C:6](=[O:5])[c:12]1[c:11]([cH:16][cH:15][cH:14][cH:13]1)[CH2:10][O:9]2)[CH3:25])=[O:23]. The reactants are Cl (hydrochloric acid), Cl.OC=1C(=C2CCC(C(C2=CC1)=O)NC(C)C)CO (6-hydroxy-5-hydroxymethyl-2-isopropylamino-3,4-dihydro-1(2H)-naphthalenone hydrochloride). The reagents and catalysts are [Pd] (palladium-on-carbon). The solvent is [H][H] (hydrogen), [H][H] (hydrogen). The product is Cl.OC1C(CCC2=C(C(=CC=C12)O)C)NC(C)C (1,6-dihydroxy-2-isopropylamino-5-methyl-1,2,3,4-tetrahydronaphthalene hydrochloride). RXN SMILES: [ClH:1].Cl.[OH:3][C:4]1[C:5]([CH2:19]O)=[C:6]2[C:11](=[CH:12][CH:13]=1)[C:10](=[O:14])[CH:9]([NH:15][CH:16]([CH3:18])[CH3:17])[CH2:8][CH2:7]2>[H][H].[Pd]>[ClH:1].[OH:14][CH:10]1[C:11]2[C:6](=[C:5]([CH3:19])[C:4]([OH:3])=[CH:13][CH:12]=2)[CH2:7][CH2:8][CH:9]1[NH:15][CH:16]([CH3:18])[CH3:17] |f:1.2,5.6|. Reported procedure: In 20 ml. of 2N hydrochloric acid is dissolved 200 mg. of 6-hydroxy-5-hydroxymethyl-2-isopropylamino-3,4-dihydro-1(2H)-naphthalenone hydrochloride and with the addition of 100 mg. of 5 % palladium-on-carbon, the solution is agitated in hydrogen streams for 4 hours. After the hydrogen has ceased to be absorbed, the catalyst is filtered off and the filtrate is concentrated under reduced pressure and at a temperature not exceeding 40° C. The residue is then recrystallized from ethanol-ether. The pr...